This data is from the Open Reaction Database (ORD), a public repository of structured organic reaction records. The task is: describe an organic reaction: reactants, conditions, products, and yield The reactants are N=C(c1ccccc1)c1ccccc1, CC(C)(C)[O-], Cc1ccccc1, COc1c(OS(=O)(=O)C(F)(F)F)ccc2c(=O)c(-c3ccc(Cl)cc3)c(C(C)C)oc12, [Na+], O=C(C=Cc1ccccc1)C=Cc1ccccc1, O=C(C=Cc1ccccc1)C=Cc1ccccc1, O=C(C=Cc1ccccc1)C=Cc1ccccc1, [Pd], [Pd]. Product: COc1c(N=C(c2ccccc2)c2ccccc2)ccc2c(=O)c(-c3ccc(Cl)cc3)c(C(C)C)oc12. As a reaction SMILES: [C:38]([c:39]1[cH:40][cH:41][cH:42][cH:43][cH:44]1)([c:45]1[cH:46][cH:47][cH:48][cH:49][cH:50]1)=[NH:51].[CH3:32][C:33]([CH3:34])([O-:35])[CH3:36].[CH3:52][c:53]1[cH:54][cH:55][cH:56][cH:57][cH:58]1.[Cl:1][c:2]1[cH:3][cH:4][c:5](-[c:8]2[c:9]([CH:29]([CH3:30])[CH3:31])[o:10][c:11]3[c:12]([O:27][CH3:28])[c:13]([O:19][S:20]([C:21]([F:22])([F:23])[F:24])(=[O:25])=[O:26])[cH:14][cH:15][c:16]3[c:17]2=[O:18])[cH:6][cH:7]1.[Na+:37].[O:61]=[C:62]([CH:63]=[CH:64][c:65]1[cH:66][cH:67][cH:68][cH:69][cH:70]1)[CH:71]=[CH:72][c:73]1[cH:74][cH:75][cH:76][cH:77][cH:78]1.[O:79]=[C:80]([CH:81]=[CH:82][c:83]1[cH:84][cH:85][cH:86][cH:87][cH:88]1)[CH:89]=[CH:90][c:91]1[cH:92][cH:93][cH:94][cH:95][cH:96]1.[O:97]=[C:98]([CH:99]=[CH:100][c:101]1[cH:102][cH:103][cH:104][cH:105][cH:106]1)[CH:107]=[CH:108][c:109]1[cH:110][cH:111][cH:112][cH:113][cH:114]1.[Pd:59].[Pd:60]>>[Cl:1][c:2]1[cH:3][cH:4][c:5](-[c:8]2[c:9]([CH:29]([CH3:30])[CH3:31])[o:10][c:11]3[c:12]([O:27][CH3:28])[c:13]([N:51]=[C:38]([c:39]4[cH:40][cH:41][cH:42][cH:43][cH:44]4)[c:45]4[cH:46][cH:47][cH:48][cH:49][cH:50]4)[cH:14][cH:15][c:16]3[c:17]2=[O:18])[cH:6][cH:7]1. Starting materials: O=C1CCC(=O)N1Br, COC(CCC(C)(C)O)C(C)C1CCC2C3CC=C4CC(OC(C)=O)CC(OC(C)=O)C4(C)C3CCC12C, ClC(Cl)(Cl)Cl. Product: COC(CCC(C)(C)O)C(C)C1CCC2C3=CC=C4CC(OC(C)=O)CC(OC(C)=O)C4(C)C3CCC21C. RXN SMILES: [Br:39][N:40]1[C:41](=[O:42])[CH2:43][CH2:44][C:45]1=[O:46].[C:1]([CH3:2])(=[O:3])[O:4][CH:5]1[CH2:6][CH:7]([O:35][C:36]([CH3:37])=[O:38])[CH2:8][C:9]2=[CH:10][CH2:11][CH:12]3[CH:13]4[CH2:14][CH2:15][CH:16]([CH:17]([CH:18]([CH2:19][CH2:20][C:21]([CH3:22])([CH3:23])[OH:24])[O:25][CH3:26])[CH3:27])[C:28]4([CH3:34])[CH2:29][CH2:30][CH:31]3[C:32]12[CH3:33].[C:47]([Cl:48])([Cl:49])([Cl:50])[Cl:51]>>[C:1]([CH3:2])(=[O:3])[O:4][CH:5]1[CH2:6][CH:7]([O:35][C:36]([CH3:37])=[O:38])[CH2:8][C:9]2=[CH:10][CH:11]=[C:12]3[CH:13]4[CH2:14][CH2:15][CH:16]([CH:17]([CH:18]([CH2:19][CH2:20][C:21]([CH3:22])([CH3:23])[OH:24])[O:25][CH3:26])[CH3:27])[C:28]4([CH3:34])[CH2:29][CH2:30][CH:31]3[C:32]12[CH3:33].